From a dataset of the Open Reaction Database (ORD), a public repository of structured organic reaction records. describe an organic reaction: reactants, conditions, products, and yield Reactants: C(CCC)N1/C(/SC(=C1C)C(C(F)(F)F)(C)O[Si](C)(C)C)=C/C(=O)C1=C(C=CC(=C1)Cl)OC ((Z)-2-(3-butyl-4-methyl-5-(1,1,1-trifluoro-2-(trimethylsilyloxy)propan-2-yl)thiazol-2(3H)-ylidene)-1-(5-chloro-2-methoxyphenyl)ethanone), CCCC[N+](CCCC)(CCCC)CCCC.[F-] (TBAF). The solvent is C1CCOC1 (THF). Reaction conditions: time 1 hour. Yields the product C(CCC)N1/C(/SC(=C1C)C(C(F)(F)F)(C)O)=C/C(=O)C1=C(C=CC(=C1)Cl)OC ((2Z)-2-[3-butyl-4-methyl-5-(2,2,2-trifluoro-1-hydroxy-1-methylethyl)-1,3-thiazol-2(3H)-ylidene]-1-(5-chloro-2-methoxyphenyl)ethanone). Yield: 889.1%. RXN SMILES: [CH2:1]([N:5]1[C:9]([CH3:10])=[C:8]([C:11]([O:17][Si](C)(C)C)([CH3:16])[C:12]([F:15])([F:14])[F:13])[S:7]/[C:6]/1=[CH:22]\[C:23]([C:25]1[CH:30]=[C:29]([Cl:31])[CH:28]=[CH:27][C:26]=1[O:32][CH3:33])=[O:24])[CH2:2][CH2:3][CH3:4].CCCC[N+](CCCC)(CCCC)CCCC.[F-]>C1COCC1>[CH2:1]([N:5]1[C:9]([CH3:10])=[C:8]([C:11]([OH:17])([CH3:16])[C:12]([F:15])([F:14])[F:13])[S:7]/[C:6]/1=[CH:22]\[C:23]([C:25]1[CH:30]=[C:29]([Cl:31])[CH:28]=[CH:27][C:26]=1[O:32][CH3:33])=[O:24])[CH2:2][CH2:3][CH3:4] |f:1.2|. Procedure: The product from Example 123A (80 mg, 0.015 mmol) in THF at 0° C. was treated with TBAF (0.015 mmol) and stirred for 1 hr. The reaction mixture was partitioned between EtOAc and brine, dried (MgSO4), concentrated and the residue was purified by flash chromatography eluting with 0-100% EtoAc in hexane to give 60 mg of the title compound. 1H NMR (300 MHz, DMSO-d6) δ ppm 0.96 (t, J=7.3 Hz, 3 H), 1.33-1.49 (m, 2 H), 1.66 (d, J=7.1 Hz, 2 H), 1.74 (s, 3 H), 2.41 (s, 3 H), 3.86 (s, 3 H), 3.90-4.01 (m, ... The product is OC1C=2N(C3=C(N(C1=O)C1=CC=CC=C1)C=C(C=C3)Cl)C(=NN2)C (4-Hydroxy-1-methyl-8-chloro-6-phenyl-4H-s-triazolo[4,3-a][1,5]benzodiazepin-5-one). Reaction SMILES: C([O:8][CH:9]1[C:15](=[O:16])[N:14]([C:17]2[CH:22]=[CH:21][CH:20]=[CH:19][CH:18]=2)[C:13]2[CH:23]=[C:24]([Cl:27])[CH:25]=[CH:26][C:12]=2[N:11]2[C:28]([CH3:31])=[N:29][N:30]=[C:10]12)C1C=CC=CC=1.[H][H]>C(O)C.[Ni]>[OH:8][CH:9]1[C:15](=[O:16])[N:14]([C:17]2[CH:18]=[CH:19][CH:20]=[CH:21][CH:22]=2)[C:13]2[CH:23]=[C:24]([Cl:27])[CH:25]=[CH:26][C:12]=2[N:11]2[C:28]([CH3:31])=[N:29][N:30]=[C:10]12. Run in C(C)O (ethanol). The reagents and catalysts are [Ni] (Raney nickel). Starting materials: C(C1=CC=CC=C1)OC1C=2N(C3=C(N(C1=O)C1=CC=CC=C1)C=C(C=C3)Cl)C(=NN2)C (4-(benzyloxy)-1-methyl-8-chloro-6-phenyl-4H-s-triazolo[4,3-a][1,5]benzodiazepin-5-one), [H][H] (hydrogen), [H][H] (hydrogen), 40. Procedure details: 44.6 g of 4-(benzyloxy)-1-methyl-8-chloro-6-phenyl-4H-s-triazolo[4,3-a][1,5]benzodiazepin-5-one in 400 ml of ethanol containing 2.0 g of Raney nickel is hydrogenated at an initial hydrogen pressure of 40 p.s.i. After 0.1 mole of hydrogen has been absorbed, the reaction is stopped, filtered and the solvent evaporated. The residue is triturated in ether and the title compound filtered off and dried.